Task: describe an organic reaction: reactants, conditions, products, and yield. Dataset: the Open Reaction Database (ORD), a public repository of structured organic reaction records Procedure: A mixture of Example 65B (0.120 g, 0.55 mmol) and salcomine (0.022 g, 0.06 mmol) in methanol (30 mL) was treated with oxygen over 18 hours and concentrated. The concentrate was purified by flash column chromatography on silica gel to provide 0.112 g of the desired product. MS (ESI(+)) m/z 232 (M+2) and 248 (M+NH4)+; Starting materials: BrC=1C=C2CCNC2=C(C1)Cl (5-bromo-7-chloro-indoline), O=O (oxygen). The reagents and catalysts are C1=CC=C(C(=C1)C=NCCN=CC2=CC=CC=C2[O-])[O-].[Co+2] (salcomine). The product is BrC=1C=C2C=CNC2=C(C1)Cl (5-bromo-7-chloro-indole). As a reaction SMILES: [Br:1][C:2]1[CH:3]=[C:4]2[C:8](=[C:9]([Cl:11])[CH:10]=1)[NH:7][CH2:6][CH2:5]2.O=O>CO.C1C=C(C=NCCN=CC2C([O-])=CC=CC=2)C([O-])=CC=1.[Co+2]>[Br:1][C:2]1[CH:3]=[C:4]2[C:8](=[C:9]([Cl:11])[CH:10]=1)[NH:7][CH:6]=[CH:5]2 |f:3.4|. Run in CO (methanol). Yield: 88.3%.